From a dataset of the Open Reaction Database (ORD), a public repository of structured organic reaction records. describe an organic reaction: reactants, conditions, products, and yield The reactants are COC1=CC=C(C=C1)N1N=C(C=2CCC3C(C12)CCCC3)C (1-(4-Methoxyphenyl)-3-methyl-4,5,5a,6,7,8,9,9a-octahydro-1H-benzo[g]indazole), B(Br)(Br)Br (boron tribromide). The solvent is ClCCl (dichloromethane). Conditions: temperature -40 celsius, time 2 hour. Yields the product CC1=NN(C=2C3C(CCC12)CCCC3)C3=CC=C(C=C3)O (4-(3-Methyl-4,5,5a,6,7,8,9,9a-octahydrobenzo[g]indazol-1-yl)phenol). RXN SMILES: C[O:2][C:3]1[CH:8]=[CH:7][C:6]([N:9]2[C:17]3[CH:16]4[CH2:18][CH2:19][CH2:20][CH2:21][CH:15]4[CH2:14][CH2:13][C:12]=3[C:11]([CH3:22])=[N:10]2)=[CH:5][CH:4]=1.B(Br)(Br)Br>ClCCl>[CH3:22][C:11]1[C:12]2[CH2:13][CH2:14][CH:15]3[CH2:21][CH2:20][CH2:19][CH2:18][CH:16]3[C:17]=2[N:9]([C:6]2[CH:7]=[CH:8][C:3]([OH:2])=[CH:4][CH:5]=2)[N:10]=1. Procedure details: 1-(4-Methoxyphenyl)-3-methyl-4,5,5a,6,7,8,9,9a-octahydro-1H-benzo[g]indazole (0.44 g, 1.49 mmol) was dissolved in dichloromethane (4 mL) and cooled to −40° C., and boron tribromide (0.5 mL) was added. The reaction was stirred for 2 hours, then carefully quenched with saturated sodium bicarbonate solution. The mixture was extracted with dichloromethane. The organic extracts were washed with brine, dried over MgSO4, and concentrated. The reaction was assumed to be quantitative. LC-MS (C18H22N2O ca... Reaction SMILES: [Si:1](Cl)([C:4]([CH3:7])([CH3:6])[CH3:5])([CH3:3])[CH3:2].[CH2:9]([O:16][C:17]1[CH:32]=[CH:31][C:20]([C:21]([O:23][CH2:24][C:25]2[CH:30]=[CH:29][CH:28]=[CH:27][CH:26]=2)=[O:22])=[CH:19][C:18]=1[OH:33])[C:10]1[CH:15]=[CH:14][CH:13]=[CH:12][CH:11]=1.N1C=CN=C1.O>ClCCl>[Si:1]([O:33][C:18]1[CH:19]=[C:20]([CH:31]=[CH:32][C:17]=1[O:16][CH2:9][C:10]1[CH:15]=[CH:14][CH:13]=[CH:12][CH:11]=1)[C:21]([O:23][CH2:24][C:25]1[CH:30]=[CH:29][CH:28]=[CH:27][CH:26]=1)=[O:22])([C:4]([CH3:7])([CH3:6])[CH3:5])([CH3:3])[CH3:2]. Product: [Si](C)(C)(C(C)(C)C)OC=1C=C(C(=O)OCC2=CC=CC=C2)C=CC1OCC1=CC=CC=C1 (Benzyl 3-(tert-Butyldimethylsilyloxy)-4-benzyloxybenzoate). The yield is 108.7%. Procedure details: A solution of tert-butyldimethylsilyl chloride (579 mg, 3.84 mmol) in dichloromethane (10 cm3) was added to a stirred solution of benzyl 4-benzyloxy-3-hydroxy-benzoate (642.3 mg, 1.92 mmol) and imidazole (327 mg, 4.80 mmol) in dichloromethane (15 cm3). A thick precipitate formed immediately. After 1 h the mixture was poured into water (50 cm3). The layers were shaken and separated and then the aqueous phase was further extracted with dichloromethane (2×50 cm3). The combined extracts were washed ... Solvent: ClCCl (dichloromethane), ClCCl (dichloromethane). Starting materials: O (water), [Si](C)(C)(C(C)(C)C)Cl (tert-butyldimethylsilyl chloride), C(C1=CC=CC=C1)OC1=C(C=C(C(=O)OCC2=CC=CC=C2)C=C1)O (benzyl 4-benzyloxy-3-hydroxy-benzoate), N1C=NC=C1 (imidazole). The reactants are O=C(CCC(=O)OC1CCCCC1)C1=CC=CC=C1 (cyclohexyl 4-oxo-4-phenylbutanoate), COC=1C=CC(=CC1)P2(=S)SP(=S)(S2)C=3C=CC(=CC3)OC (Lawesson reagent), COC=1C=CC(=CC1)P2(=S)SP(=S)(S2)C=3C=CC(=CC3)OC (lawesson's reagent). Solvent: C1(=CC=CC=C1)C (toluene). Product: C1(CCCCC1)OC=1SC(=CC1)C1=CC=CC=C1 (2-(cyclohexyloxy)-5-phenylthiophene). RXN SMILES: O=[C:2]([C:14]1[CH:19]=[CH:18][CH:17]=[CH:16][CH:15]=1)[CH2:3][CH2:4][C:5]([O:7][CH:8]1[CH2:13][CH2:12][CH2:11][CH2:10][CH2:9]1)=O.COC1C=CC(P2(SP(C3C=CC(OC)=CC=3)(=S)S2)=[S:29])=CC=1>C1(C)C=CC=CC=1>[CH:8]1([O:7][C:5]2[S:29][C:2]([C:14]3[CH:19]=[CH:18][CH:17]=[CH:16][CH:15]=3)=[CH:3][CH:4]=2)[CH2:13][CH2:12][CH2:11][CH2:10][CH2:9]1. Reported procedure: In a 500 mL round-bottomed flask under argon was added cyclohexyl 4-oxo-4-phenylbutanoate (2 g, 7.68 mmol) and Lawesson reagent (3.73 g, 9.22 mmol) in anhydrous toluene (125 mL) to give a white suspension. The mixture was heated to reflux whereby the lawesson's reagent dissolved. The mixture was refluxed for ˜24 h at which point the mixture was cooled and filtered. The filtrate was concentrated and placed on a short column of SiO2 and flashed with CH2Cl2:Hex 1:3 yielding a white solid (1.4 g) wh... Starting materials: C(C1=CC=CC=C1)OC1=CC=C(CI)C=C1 (p-benzyloxybenzyl iodide), C(CC)(=O)O (propionic acid), O (water), C(=O)(OC(C)(C)C)N[C@@H](CC1CCCCC1)[C@@H]1CCC(O1)=O (5(S)-[1(S)-(Boc-amino)-2-cyclohexylethyl]dihydrofuran-2-one), solution, lithium is(trimethylsilyl)amide. The solvent is CCCCCC.C(C)(=O)OCC (hexane ethyl acetate), C1CCOC1 (THF), C1CCOC1 (THF), C1CCOC1 (THF). Product: C(C1=CC=CC=C1)OC1=CC=C(C=C1)C[C@H]1C(O[C@@H](C1)[C@H](CC1CCCCC1)NC(=O)OC(C)(C)C)=O (3(R)-[(4-Benzyloxyphenyl)methyl]-5(S)-[1(S)-(Boc-amino)-2-cyclohexylethyl]-dihydrofuran-2-one). As a reaction SMILES: [C:1]([NH:8][C@H:9]([C@H:17]1[O:21][C:20](=[O:22])[CH2:19][CH2:18]1)[CH2:10][CH:11]1[CH2:16][CH2:15][CH2:14][CH2:13][CH2:12]1)([O:3][C:4]([CH3:7])([CH3:6])[CH3:5])=[O:2].[CH2:23]([O:30][C:31]1[CH:38]=[CH:37][C:34]([CH2:35]I)=[CH:33][CH:32]=1)[C:24]1[CH:29]=[CH:28][CH:27]=[CH:26][CH:25]=1.C(O)(=O)CC.O>C1COCC1.CCCCCC.C(OCC)(=O)C>[CH2:23]([O:30][C:31]1[CH:32]=[CH:33][C:34]([CH2:35][C@@H:19]2[CH2:18][C@@H:17]([C@@H:9]([NH:8][C:1]([O:3][C:4]([CH3:6])([CH3:7])[CH3:5])=[O:2])[CH2:10][CH:11]3[CH2:12][CH2:13][CH2:14][CH2:15][CH2:16]3)[O:21][C:20]2=[O:22])=[CH:37][CH:38]=1)[C:24]1[CH:25]=[CH:26][CH:27]=[CH:28][CH:29]=1 |f:5.6|. Reported procedure: In analogy with Example 1h), 5.2 g (16.7 mmol) of 5(S)-[1(S)-(Boc-amino)-2-cyclohexylethyl]dihydrofuran-2-one (Example 12a)), dissolved in 50 ml of THF, are deprotonated, at -70° C., with 33.4 ml of a 1M solution of lithium is(trimethylsilyl)amide in THF, and alkylated (at -75° C. for 1 h) with 5.2 g (16.07 mmol) of p-benzyloxybenzyl iodide [preparation, see Example 1d)] in 15 ml of THF. Adding 6.2 ml (83.02 mmol) of propionic acid and water at -75° C., and further working up, affords the title ... The reactants are 1(a), N1C(CC1)=O (azetidinone), [Cl-].[NH4+] (ammonium chloride), C(C)NCC (diethylamine), C(CCC)[Li] (n-butyl lithium), C(C)(C)NC(C)C (diisopropylamine), C(=O)C=1C=NN(C1)C (4-formyl-1-methylpyrazole), [Si](C)(C)(C(C)(C)C)N1C(CC1SC(C1=CC=CC=C1)(C1=CC=CC=C1)C1=CC=CC=C1)=O (1-t-butyldimethylsilyl-4-tritylthioazetidin-2-one), C(C)NCC (diethylamine), 2d, N1C(CC1)=O (azetidinone), N(CC)CC (Et2NH). Solvent: C1CCOC1 (THF), C1CCOC1 (THF), C1CCOC1 (THF), C(Cl)(Cl)Cl (CHCl3), C(Cl)(Cl)Cl (CHCl3). Reaction conditions: temperature -30 celsius, time 10 minute. Yields the product [Si](C)(C)(C(C)(C)C)N1C(C(C1SC(C1=CC=CC=C1)(C1=CC=CC=C1)C1=CC=CC=C1)C(C=1C=NN(C1)C)O)=O (1-t-Butyldimethylsilyl-3-[hydroxy(1-methylpyrazol-4-yl)methyl]-4-tritylthioazetidin-2-one). RXN SMILES: C([Li])CCC.C(NC(C)C)(C)C.[Si:13]([N:20]1[CH:23]([S:24][C:25]([C:38]2[CH:43]=[CH:42][CH:41]=[CH:40][CH:39]=2)([C:32]2[CH:37]=[CH:36][CH:35]=[CH:34][CH:33]=2)[C:26]2[CH:31]=[CH:30][CH:29]=[CH:28][CH:27]=2)[CH2:22][C:21]1=[O:44])([C:16]([CH3:19])([CH3:18])[CH3:17])([CH3:15])[CH3:14].[CH:45]([C:47]1[CH:48]=[N:49][N:50]([CH3:52])[CH:51]=1)=[O:46].[Cl-].[NH4+].N1CCC1=O.C(NCC)C>C1COCC1.C(Cl)(Cl)Cl>[Si:13]([N:20]1[CH:23]([S:24][C:25]([C:38]2[CH:43]=[CH:42][CH:41]=[CH:40][CH:39]=2)([C:32]2[CH:37]=[CH:36][CH:35]=[CH:34][CH:33]=2)[C:26]2[CH:27]=[CH:28][CH:29]=[CH:30][CH:31]=2)[CH:22]([CH:45]([OH:46])[C:47]2[CH:48]=[N:49][N:50]([CH3:52])[CH:51]=2)[C:21]1=[O:44])([C:16]([CH3:19])([CH3:18])[CH3:17])([CH3:15])[CH3:14] |f:4.5|. Reported procedure: A solution of n-butyl lithium (1.06M. in hexane, 1.13 ml) was added to a solution of diisopropylamine (0.17 ml) in dry THF (8 ml) at -30° C. under dry argon. After stirring at -30° C. for 10 minutes the mixture was cooled to -76° C. and treated with a solution of 1-t-butyldimethylsilyl-4-tritylthioazetidin-2-one (1) (459 mg) in dr THF (4 ml). After a further 15 minutes at -76° C. the stirred mixture was treated with a solution of 4-formyl-1-methylpyrazole (132 mg) (I. L. Finar and G. H. Lord, J.... Reactants: CO, Cl, [Fe], NC(=O)c1ccccc1[N+](=O)[O-], [Na+], [Na+], O=C([O-])[O-]. Product: NC(=O)c1ccccc1N. Reaction SMILES: [CH3:20][OH:21].[ClH:1].[Fe:22].[N+:2]([O-:3])(=[O:4])[c:5]1[c:6]([C:7](=[O:8])[NH2:9])[cH:10][cH:11][cH:12][cH:13]1.[Na+:14].[Na+:15].[O-:16][C:17](=[O:18])[O-:19]>>[NH2:2][c:5]1[c:6]([C:7](=[O:8])[NH2:9])[cH:10][cH:11][cH:12][cH:13]1.